This data is from the Open Reaction Database (ORD), a public repository of structured organic reaction records. The task is: describe an organic reaction: reactants, conditions, products, and yield Reactants: CC1(OB(OC1(C)C)C1=CC=C(C=C1)C=1C(=CC=CC1)O)C (4′-(4,4,5,5-tetramethyl-1,3,2-dioxaborolan-2-yl)-[1,1′-biphenyl]-2-ol), BrC=1C=C2C(=CNC2=CC1Cl)C(=O)OC (methyl 5-bromo-6-chloro-1H-indole-3-carboxylate), C([O-])([O-])=O.[K+].[K+] (potassium carbonate), S(=O)(=O)(O)[O-].[Na+] (sodium hydrogensulfate). Reagents/catalysts: C1=CC=C(C=C1)P([C-]2C=CC=C2)C3=CC=CC=C3.C1=CC=C(C=C1)P([C-]2C=CC=C2)C3=CC=CC=C3.Cl[Pd]Cl.[Fe+2] ([1,1′-bis(diphenylphosphino)ferrocene]dichloropalladium(II)). The solvent is CCO (EtOH), C1CCOC1 (THF), C1(=CC=CC=C1)C (toluene), C(C)(=O)OCC (ethyl acetate). Conditions: temperature 115 celsius. The product is ClC1=C(C=C2C(=CNC2=C1)C(=O)OC)C1=CC=C(C=C1)C1=C(C=CC=C1)O (methyl 6-chloro-5-(2′-hydroxybiphenyl-4-yl)-1H-indole-3-carboxylate). Yield: 73.0%. As a reaction SMILES: CC1(C)C(C)(C)OB([C:9]2[CH:14]=[CH:13][C:12]([C:15]3[C:16]([OH:21])=[CH:17][CH:18]=[CH:19][CH:20]=3)=[CH:11][CH:10]=2)O1.Br[C:24]1[CH:25]=[C:26]2[C:30](=[CH:31][C:32]=1[Cl:33])[NH:29][CH:28]=[C:27]2[C:34]([O:36][CH3:37])=[O:35].C(=O)([O-])[O-].[K+].[K+].S([O-])(O)(=O)=O.[Na+]>C(OCC)(=O)C.C1C=CC(P(C2C=CC=CC=2)[C-]2C=CC=C2)=CC=1.C1C=CC(P(C2C=CC=CC=2)[C-]2C=CC=C2)=CC=1.Cl[Pd]Cl.[Fe+2].CCO.C1COCC1.C1(C)C=CC=CC=1>[Cl:33][C:32]1[CH:31]=[C:30]2[C:26]([C:27]([C:34]([O:36][CH3:37])=[O:35])=[CH:28][NH:29]2)=[CH:25][C:24]=1[C:9]1[CH:10]=[CH:11][C:12]([C:15]2[CH:20]=[CH:19][CH:18]=[CH:17][C:16]=2[OH:21])=[CH:13][CH:14]=1 |f:2.3.4,5.6,8.9.10.11|. Procedure: A glass tube was charged with 4′-(4,4,5,5-tetramethyl-1,3,2-dioxaborolan-2-yl)-[1,1′-biphenyl]-2-ol (86.2 mg, 0.29 mmol), methyl 5-bromo-6-chloro-1H-indole-3-carboxylate (84 mg, 0.29 mmol), toluene (1.2 mL), THF (0.6 mL), EtOH (0.6 mL), and 2.0M potassium carbonate solution (0.6 mL, 1.2 mmol). Nitrogen was then bubbled through the mixture for 5 minutes then [1,1′-bis(diphenylphosphino)ferrocene]dichloropalladium(II) (28 mg, 0.032 mmol) was added. The tube was sealed and heated to 115° C. for 2 h... The reactants are C, CCO, NC1CC2C=CCC(C1)C2, [H][H], [Pd]. The product is NC1CC2CCCC(C1)C2. RXN SMILES: [C:16].[CH3:13][CH2:14][OH:15].[CH:1]12[CH2:2][CH:3]([NH2:10])[CH2:4][CH:5]([CH:6]=[CH:7][CH2:8]1)[CH2:9]2.[H:11][H:12].[Pd:17]>>[CH:1]12[CH2:2][CH:3]([NH2:10])[CH2:4][CH:5]([CH2:6][CH2:7][CH2:8]1)[CH2:9]2. The reactants are CCOC(=O)N=NC(=O)OCC, O=C1NC(=O)c2ccccc21, C1CCOC1, O, COC(=O)c1ccccc1N1CCCC(CO)C1, c1ccc(P(c2ccccc2)c2ccccc2)cc1, Cc1ccccc1. Product: COC(=O)c1ccccc1N1CCCC(CN2C(=O)c3ccccc3C2=O)C1. Reaction SMILES: [N:56]([C:57]([O:58][CH2:59][CH3:60])=[O:61])=[N:62][C:63]([O:64][CH2:65][CH3:66])=[O:67].[O:20]=[C:21]1[NH:22][C:23](=[O:24])[c:25]2[cH:26][cH:27][cH:28][cH:29][c:30]21.[O:68]1[CH2:69][CH2:70][CH2:71][CH2:72]1.[OH2:73].[OH:31][CH2:32][CH:33]1[CH2:34][N:35]([c:39]2[c:40]([C:41](=[O:42])[O:43][CH3:44])[cH:45][cH:46][cH:47][cH:48]2)[CH2:36][CH2:37][CH2:38]1.[c:1]1([P:2]([c:3]2[cH:4][cH:5][cH:6][cH:7][cH:8]2)[c:9]2[cH:10][cH:11][cH:12][cH:13][cH:14]2)[cH:15][cH:16][cH:17][cH:18][cH:19]1.[c:49]1([CH3:50])[cH:51][cH:52][cH:53][cH:54][cH:55]1>>[O:20]=[C:21]1[N:22]([CH2:32][CH:33]2[CH2:34][N:35]([c:39]3[c:40]([C:41](=[O:42])[O:43][CH3:44])[cH:45][cH:46][cH:47][cH:48]3)[CH2:36][CH2:37][CH2:38]2)[C:23](=[O:24])[c:25]2[cH:26][cH:27][cH:28][cH:29][c:30]21. Starting materials: benzyl ethers, C(C)(=O)NCCCS(=O)(=O)OCC([C@H](C(=O)OCC)OCC1=CC=CC=C1)(C)C (Ethyl (2R)-4-{[3-(acetylamino)propyl]sulfonyloxy}-3,3-dimethyl-2-(phenylmethoxy)butanoate). The reagents and catalysts are [Pd] (palladium). Run in C(C)O (ethanol). Run at time 8 hour. Yields the product C(C)(=O)NCCCS(=O)(=O)OCC([C@H](C(=O)OCC)O)(C)C (Ethyl (2R)-4-{[3-(acetylamino)propyl]sulfonyloxy}-2-hydroxy-3,3-dimethylbutanoate). The yield is 62.2%. As a reaction SMILES: [C:1]([NH:4][CH2:5][CH2:6][CH2:7][S:8]([O:11][CH2:12][C:13]([CH3:29])([CH3:28])[C@@H:14]([O:20]CC1C=CC=CC=1)[C:15]([O:17][CH2:18][CH3:19])=[O:16])(=[O:10])=[O:9])(=[O:3])[CH3:2]>C(O)C.[Pd]>[C:1]([NH:4][CH2:5][CH2:6][CH2:7][S:8]([O:11][CH2:12][C:13]([CH3:28])([CH3:29])[C@@H:14]([OH:20])[C:15]([O:17][CH2:18][CH3:19])=[O:16])(=[O:9])=[O:10])(=[O:3])[CH3:2]. Reported procedure: Following the general procedure for the hydrogenolysis of benzyl ethers of Description 18, a mixture of ethyl (2R)-4-{[3-(acetylamino)propyl]sulfonyloxy}-3,3-dimethyl-2-(phenylmethoxy)butanoate acid (22b) (0.8 g, 1.8 mmol) and 700 mg palladium (10 wt. % on activated carbon) in 20 mL of ethanol (EtOH) was stirred overnight under a hydrogen atmosphere. After purification by mass-guided preparative HPLC, 380 mg (61% yield) of the title compound (22) was obtained as a colorless, viscous oil. 1H NMR ... Run in ClCCl (dichloromethane). As a reaction SMILES: [Cl:1][C:2]1[CH:7]=[C:6]([CH3:8])[N:5]=[C:4]([CH3:9])[C:3]=1[C:10]#[N:11].ClC1C=C(C=CC=1)C(OO)=[O:17]>ClCCl>[Cl:1][C:2]1[CH:7]=[C:6]([CH3:8])[N+:5]([O-:17])=[C:4]([CH3:9])[C:3]=1[C:10]#[N:11]. Product: ClC1=C(C(=[N+](C(=C1)C)[O-])C)C#N (4-Chloro-3-cyano-2,6dimethylpyridine 1-oxide). Procedure: 50 g (0.3 mol) of 4-chloro-3-cyano-2,6-dimethylpyridine were dissolved in 1 L of dichloromethane and, at room temperature, 130 g (0.6 mol) of 80% pure m-chloroperoxybenzoic acid were added in portions, and the mixture was stirred overnight and the precipitated m-chlorobenzoic acid was filtered off. Water was added to the filtrate, the pH was adjusted to 12 with solid potassium hydroxide, and the two phases were shaken together to extract. The dichloromethane phase was separated off, dried over s... Reactants: ClC1=C(C(=NC(=C1)C)C)C#N (4-chloro-3-cyano-2,6-dimethylpyridine), ClC=1C=C(C(=O)OO)C=CC1 (m-chloroperoxybenzoic acid). Reaction conditions: time 8 hour. Starting materials: [BH3-]C#N.[Na+] (NaCNBH3), N[C@@H](CO)C(=O)N1CCC(CC1)OC1=C(C=C2C(=NC=NC2=C1)NC1=C(C(=CC=C1)Cl)F)OC ((2S)-2-Amino-3-[4-({4-[3-chloro-2-fluoroanilino]-6-methoxyquinazolin-7-yl}oxy)piperidin-1-yl]-3-oxopropan-1-ol), O.O.O.C(C)(=O)[O-].[Na+] (sodium acetate trihydrate), C=O (formaldehyde), C(C)(=O)O (acetic acid). Conditions: time 1 hour. Yields the product ClC=1C(=C(NC2=NC=NC3=CC(=C(C=C23)OC)OC2CCN(CC2)C([C@H](CO)N(C)C)=O)C=CC1)F ((2S)-3-[4-({4-[3-Chloro-2-fluoroanilino]-6-methoxyquinazolin-7-yl}oxy)piperidin-1-yl]-2-(dimethylamino)-3-oxopropan-1-ol). Yield: 26.0%. RXN SMILES: [BH3-][C:2]#[N:3].[Na+].N[C@H:6]([C:9]([N:11]1[CH2:16][CH2:15][CH:14]([O:17][C:18]2[CH:27]=[C:26]3[C:21]([C:22]([NH:28][C:29]4[CH:34]=[CH:33][CH:32]=[C:31]([Cl:35])[C:30]=4[F:36])=[N:23][CH:24]=[N:25]3)=[CH:20][C:19]=2[O:37][CH3:38])[CH2:13][CH2:12]1)=[O:10])[CH2:7][OH:8].O.O.O.[C:42]([O-])(=O)C.[Na+].C=O.C(O)(=O)C>>[Cl:35][C:31]1[C:30]([F:36])=[C:29]([CH:34]=[CH:33][CH:32]=1)[NH:28][C:22]1[C:21]2[C:26](=[CH:27][C:18]([O:17][CH:14]3[CH2:15][CH2:16][N:11]([C:9](=[O:10])[C@@H:6]([N:3]([CH3:2])[CH3:42])[CH2:7][OH:8])[CH2:12][CH2:13]3)=[C:19]([O:37][CH3:38])[CH:20]=2)[N:25]=[CH:24][N:23]=1 |f:0.1,3.4.5.6.7|. Procedure details: Solid NaCNBH3 (38.3 mg, 0.614 mmol) was added to a stirred solution of (2S)-2-amino-3-[4-({4-[3-chloro-2-fluoroanilino]-6-methoxyquinazolin-7-yl}oxy)piperidin-1-yl]-3-oxopropan-1-ol (150 mg, 0.307 mmol, Example 15), sodium acetate trihydrate (251 mg, 3.07 mmol), formaldehyde 37% (aq) (2.5 ml) and acetic acid (184 mg, 3.07 mmol) at 0-5° C. The resulting solution was allowed to warm to room temperature and stir for 1 hour. The mixture was then evaporated and the resulting yellow residue was purifi... Reactants: [Br-], [Cu+2], O=N[O-], COC(=O)c1ccc(N)c(O)c1, [Na+], [Na+], [Na+], [Na+], O, O, O, O, O, O, O=S([O-])[O-], O=S(=O)([O-])[O-]. The product is COC(=O)c1ccc(Br)c(O)c1. Reaction SMILES: [Br-:18].[Cu+2:36].[N:13]([O-:14])=[O:15].[NH2:1][c:2]1[c:3]([OH:12])[cH:4][c:5]([C:6](=[O:7])[O:8][CH3:9])[cH:10][cH:11]1.[Na+:16].[Na+:17].[Na+:23].[Na+:24].[OH2:25].[OH2:26].[OH2:27].[OH2:28].[OH2:29].[OH2:30].[S:19]([O-:20])([O-:21])=[O:22].[S:31]([O-:32])([O-:33])(=[O:34])=[O:35]>>[c:2]1([Br:18])[c:3]([OH:12])[cH:4][c:5]([C:6](=[O:7])[O:8][CH3:9])[cH:10][cH:11]1. Starting materials: O=C=Nc1ccc(Cl)c(OC(F)(F)F)c1, CC1NCCN(CCCC(=O)N2CCC3(CC3)C(O)C2)C1=O. Yields the product CC1C(=O)N(CCCC(=O)N2CCC3(CC3)C(O)C2)CCN1C(=O)Nc1ccc(Cl)c(OC(F)(F)F)c1. As a reaction SMILES: [Cl:23][c:24]1[c:25]([O:33][C:34]([F:35])([F:36])[F:37])[cH:26][c:27]([N:30]=[C:31]=[O:32])[cH:28][cH:29]1.[OH:1][CH:2]1[C:3]2([CH2:4][CH2:5]2)[CH2:6][CH2:7][N:8]([C:10]([CH2:11][CH2:12][CH2:13][N:14]2[C:15](=[O:21])[CH:16]([CH3:20])[NH:17][CH2:18][CH2:19]2)=[O:22])[CH2:9]1>>[OH:1][CH:2]1[C:3]2([CH2:4][CH2:5]2)[CH2:6][CH2:7][N:8]([C:10]([CH2:11][CH2:12][CH2:13][N:14]2[C:15](=[O:21])[CH:16]([CH3:20])[N:17]([C:31]([NH:30][c:27]3[cH:26][c:25]([O:33][C:34]([F:35])([F:36])[F:37])[c:24]([Cl:23])[cH:29][cH:28]3)=[O:32])[CH2:18][CH2:19]2)=[O:22])[CH2:9]1.